The task is: describe an organic reaction: reactants, conditions, products, and yield. This data is from the Open Reaction Database (ORD), a public repository of structured organic reaction records. The reactants are C(=O)(OC(C)(C)C)N1[C@@H](CC1)COC=1C=NC(=CC1)Cl (3-(1-BOC-2-(S)-azetidinylmethoxy)-6-chloropyridine), C(=C)[Sn](CCCC)(CCCC)CCCC (vinyltributyltin). Procedure: To a solution of 3-(1-BOC-2-(S)-azetidinylmethoxy)-6-chloropyridine (1.8 g, 6.04 mmol) in toluene (25 mL) was added vinyltributyltin (2.7 mL, 9.06 mmol) and [1,1'-bis(diphenylphosphino)ferrocene]dichloropalladium(II) (180 mg). After heating at reflux for 16 h, the resulting mixture was cooled to room temperature and the solvent was removed. The residue was chromatographed (silica gel; hexane/EtOAc, 10:1) to afford the title compound (1.49 g, 85%): 1H NMR (CDCl3, 300 MHz) δ 1.40 (s, 9H), 2.25-2.3... The yield is 85.0%. The product is C(=O)(OC(C)(C)C)N1[C@@H](CC1)COC=1C=NC(=CC1)C=C (3-(1-BOC-2-(S)-azetidinylmethoxy)-6-ethenylpyridine). The solvent is C1(=CC=CC=C1)C (toluene). The reagents and catalysts are C1=CC=C(C=C1)P([C-]2C=CC=C2)C3=CC=CC=C3.C1=CC=C(C=C1)P([C-]2C=CC=C2)C3=CC=CC=C3.Cl[Pd]Cl.[Fe+2] ([1,1'-bis(diphenylphosphino)ferrocene]dichloropalladium(II)). RXN SMILES: [C:1]([N:8]1[CH2:11][CH2:10][C@H:9]1[CH2:12][O:13][C:14]1[CH:15]=[N:16][C:17](Cl)=[CH:18][CH:19]=1)([O:3][C:4]([CH3:7])([CH3:6])[CH3:5])=[O:2].[CH:21]([Sn](CCCC)(CCCC)CCCC)=[CH2:22]>C1(C)C=CC=CC=1.C1C=CC(P(C2C=CC=CC=2)[C-]2C=CC=C2)=CC=1.C1C=CC(P(C2C=CC=CC=2)[C-]2C=CC=C2)=CC=1.Cl[Pd]Cl.[Fe+2]>[C:1]([N:8]1[CH2:11][CH2:10][C@H:9]1[CH2:12][O:13][C:14]1[CH:15]=[N:16][C:17]([CH:21]=[CH2:22])=[CH:18][CH:19]=1)([O:3][C:4]([CH3:7])([CH3:6])[CH3:5])=[O:2] |f:3.4.5.6|.